This data is from the Open Reaction Database (ORD), a public repository of structured organic reaction records. The task is: describe an organic reaction: reactants, conditions, products, and yield Starting materials: [OH-].[NH4+] (ammonium hydroxide), N1=CC=CC2=CC=CC=C12 (Quinoline), S(O)(O)(=O)=O (sulfuric acid), ice, [N+](=O)(O)[O-] (nitric acid). The solvent is C(Cl)Cl (methylene chloride), O (water), C(C)#N (acetonitrile). Conditions: temperature 100 celsius. Product: [N+](=O)([O-])C1=NC2=CC=CC=C2C=C1 (Nitroquinoline). The yield is 90.7%. Reaction SMILES: [N:1]1[C:10]2[C:5](=[CH:6][CH:7]=[CH:8][CH:9]=2)[CH:4]=[CH:3][CH:2]=1.S(=O)(=O)(O)O.[N+:16]([O-])([OH:18])=[O:17].[OH-].[NH4+]>C(Cl)Cl.O.C(#N)C>[N+:16]([C:2]1[CH:3]=[CH:4][C:5]2[C:10](=[CH:9][CH:8]=[CH:7][CH:6]=2)[N:1]=1)([O-:18])=[O:17] |f:3.4|. Reported procedure: Quinoline (Formula (1), 12.9 g, 0.10 mole) was added dropwise over 5 min. with good agitation to a solution of 50 mL of concentrated sulfuric acid in a 250 mL round bottom flask. No attempt was made to control the exotherm and on this scale the final temperature was 77° C. The mixture was heated to 100° C. and 71% nitric acid (13.3 g, d. 1.42, 9.4 mL, 0.15 mole) was added at such a rate to keep the temperature between 100° C. and 110° C. Stirring was continued for an additional 30 minutes or unt...